This data is from the Open Reaction Database (ORD), a public repository of structured organic reaction records. The task is: describe an organic reaction: reactants, conditions, products, and yield RXN SMILES: [Cl:1][c:2]1[c:3](-[c:11]2[cH:12][cH:13][n:14][n:15]2[CH3:16])[cH:4][c:5]([C:7](=[O:8])[O:9][CH3:10])[o:6]1.[Na+:18].[O:19]1[CH2:20][CH2:21][CH2:22][CH2:23]1.[OH-:17]>>[Cl:1][c:2]1[c:3](-[c:11]2[cH:12][cH:13][n:14][n:15]2[CH3:16])[cH:4][c:5]([C:7](=[O:8])[OH:9])[o:6]1. Reactants: COC(=O)c1cc(-c2ccnn2C)c(Cl)o1, [Na+], C1CCOC1, [OH-]. Yields the product Cn1nccc1-c1cc(C(=O)O)oc1Cl. Reactants: N#N (N2), C1(CC1)N1C=NC2=C1C(=CC(=C2)B2OC(C(O2)(C)C)(C)C)O[C@H](C)[C@@H]2CC(NC2)=O ((R)-4-((R)-1-((1-cyclopropyl-5-(4,4,5,5-tetramethyl-1,3,2-dioxaborolan-2-yl)-1H-benzo[d]imidazol-7-yl)oxy)ethyl)pyrrolidin-2-one), BrC=1N=C(SC1)C (4-bromo-2-methylthiazole), C(=O)([O-])[O-].[Na+].[Na+] (Na2CO3). Reagents/catalysts: C=1C=CC(=CC1)[P](C=2C=CC=CC2)(C=3C=CC=CC3)[Pd]([P](C=4C=CC=CC4)(C=5C=CC=CC5)C=6C=CC=CC6)([P](C=7C=CC=CC7)(C=8C=CC=CC8)C=9C=CC=CC9)[P](C=1C=CC=CC1)(C=1C=CC=CC1)C=1C=CC=CC1 (Pd(PPh3)4). Run in COCCOC (1,2-dimethoxyethane), C(Cl)Cl (DCM). Reaction conditions: temperature 100 celsius. The product is C1(CC1)N1C=NC2=C1C(=CC(=C2)C=2N=C(SC2)C)O[C@H](C)[C@@H]2CC(NC2)=O ((R)-4-((R)-1-((1-cyclopropyl-5-(2-methylthiazol-4-yl)-1H-benzo[d]imidazol-7-yl)oxy)ethyl)pyrrolidin-2-one). Reaction SMILES: [CH:1]1([N:4]2[C:8]3[C:9]([O:22][C@@H:23]([C@H:25]4[CH2:29][NH:28][C:27](=[O:30])[CH2:26]4)[CH3:24])=[CH:10][C:11](B4OC(C)(C)C(C)(C)O4)=[CH:12][C:7]=3[N:6]=[CH:5]2)[CH2:3][CH2:2]1.Br[C:32]1[N:33]=[C:34]([CH3:37])[S:35][CH:36]=1.C([O-])([O-])=O.[Na+].[Na+].N#N>C1C=CC([P]([Pd]([P](C2C=CC=CC=2)(C2C=CC=CC=2)C2C=CC=CC=2)([P](C2C=CC=CC=2)(C2C=CC=CC=2)C2C=CC=CC=2)[P](C2C=CC=CC=2)(C2C=CC=CC=2)C2C=CC=CC=2)(C2C=CC=CC=2)C2C=CC=CC=2)=CC=1.C(Cl)Cl.COCCOC>[CH:1]1([N:4]2[C:8]3[C:9]([O:22][C@@H:23]([C@H:25]4[CH2:29][NH:28][C:27](=[O:30])[CH2:26]4)[CH3:24])=[CH:10][C:11]([C:32]4[N:33]=[C:34]([CH3:37])[S:35][CH:36]=4)=[CH:12][C:7]=3[N:6]=[CH:5]2)[CH2:3][CH2:2]1 |f:2.3.4,^1:49,51,70,89|. Procedure details: To a microwave tube equipped with a stifling bar, (R)-4-((R)-1-((1-cyclopropyl-5-(4,4,5,5-tetramethyl-1,3,2-dioxaborolan-2-yl)-1H-benzo[d]imidazol-7-yl)oxy)ethyl)pyrrolidin-2-one: (120 mg, 0.292 mmol), 4-bromo-2-methylthiazole (103.9 mg, 0.584 mmol), 1,2-dimethoxyethane (3 mL), 1 N Na2CO3 aqueous solution (0.96 mL, 0.96 mmol) were added, the mixture was bubbled N2 for 5 minutes before Pd(PPh3)4 (33.7 mg, 0.029 mmol) was added. The tube was sealed and heated in an oil bath at 100° C. for 2 hrs. D... Product: OC[C@@H]1N(CCC1)CC(C)N1C2=CC=CC=C2SC=2C=CC(=CC12)C(=O)NCCC(C)C (10-{1-[(2R)-2-h-ydroxymethyl-1-pyrrolidinyl]-2-propyl}-N-(3-methylbutyl)-2-phenothiazinecarboxamide). Procedure: Mercuric acetate (2.91 g) dissolved in glacial acetic acid (60 cc) is added in the course of 20 minutes to a solution of 10-{1-[(2R)-2-hydroxymethyl-1-pyrrolidinyl]-2-propyl}-N-(3-methylbutyl)-2-phenothiazinecarbothioamide, L series (4.29 g) in acetic acid (60 cc), and the mixture is stirred for 45 minutes at a temperature in the region of 20° C. The black suspension obtained is filtered on sintered glass plugged with celite and the yellow filtrate is concentrated under reduced pressure (30 mm H... Run at temperature 20 celsius, time 45 minute. RXN SMILES: [OH:1][CH2:2][C@H:3]1[CH2:7][CH2:6][CH2:5][N:4]1[CH2:8][CH:9]([N:11]1[C:24]2[CH:23]=[C:22]([C:25](=S)[NH:26][CH2:27][CH2:28][CH:29]([CH3:31])[CH3:30])[CH:21]=[CH:20][C:19]=2[S:18][C:17]2[C:12]1=[CH:13][CH:14]=[CH:15][CH:16]=2)[CH3:10].C(O)(=[O:35])C>>[OH:1][CH2:2][C@H:3]1[CH2:7][CH2:6][CH2:5][N:4]1[CH2:8][CH:9]([N:11]1[C:24]2[CH:23]=[C:22]([C:25]([NH:26][CH2:27][CH2:28][CH:29]([CH3:31])[CH3:30])=[O:35])[CH:21]=[CH:20][C:19]=2[S:18][C:17]2[C:12]1=[CH:13][CH:14]=[CH:15][CH:16]=2)[CH3:10]. Starting materials: Mercuric acetate, C(C)(=O)O (acetic acid), OC[C@@H]1N(CCC1)CC(C)N1C2=CC=CC=C2SC=2C=CC(=CC12)C(NCCC(C)C)=S (10-{1-[(2R)-2-hydroxymethyl-1-pyrrolidinyl]-2-propyl}-N-(3-methylbutyl)-2-phenothiazinecarbothioamide), C(C)(=O)O (acetic acid). The reactants are C(CC1=CC=CC=C1)N (phenethylamine), ClC=1C2=C(N=C(N1)C1=CC=NO1)SC(=C2Cl)C (4-chloro-2-(isoxazol-5-yl)-5-chloro-6-methyl-thieno-[2,3-d]-pyrimidine). Yields the product O1N=CC=C1C=1N=C(C2=C(N1)SC(=C2Cl)C)NCCC2=CC=CC=C2 (2-(isoxazol-5-yl)-4-phenethylamino-5-chloro-6-methyl-thieno-[2,3-d]-pyrimidine). RXN SMILES: [CH2:1]([NH2:9])[CH2:2][C:3]1[CH:8]=[CH:7][CH:6]=[CH:5][CH:4]=1.Cl[C:11]1[C:12]2[C:24]([Cl:25])=[C:23]([CH3:26])[S:22][C:13]=2[N:14]=[C:15]([C:17]2[O:21][N:20]=[CH:19][CH:18]=2)[N:16]=1>>[O:21]1[C:17]([C:15]2[N:16]=[C:11]([NH:9][CH2:1][CH2:2][C:3]3[CH:8]=[CH:7][CH:6]=[CH:5][CH:4]=3)[C:12]3[C:24]([Cl:25])=[C:23]([CH3:26])[S:22][C:13]=3[N:14]=2)=[CH:18][CH:19]=[N:20]1. Reported procedure: With the procedure of Example 1, the reaction of phenethylamine with 4-chloro-2-(isoxazol-5-yl)-5-chloro-6-methyl-thieno-[2,3-d]-pyrimidine yields 2-(isoxazol-5-yl)-4-phenethylamino-5-chloro-6-methyl-thieno-[2,3-d]-pyrimidine. The reactants are ClC1=C(C=CC=C1)S(=O)(=O)NC1=NC=CN=C1C1=CC=C(C=C1)CCl (2-chloro-N-{3-[4-(chloromethyl)phenyl]pyrazin-2-yl}benzenesulfonamide), ClC1=C(C=CC=C1)S(=O)(=O)NC1=NC=CN=C1C1=CC=C(C=C1)CCl (2-chloro-N-{3-[4-(chloromethyl)phenyl]pyrazin-2-yl}benzenesulfonamide), C(C1=CC=CC=C1)NC1=NC=CC=C1 (2-benzylaminopyridine). The product is C(C1=CC=CC=C1)N(C1=NC=CC=C1)CC1=CC=C(C=C1)C=1C(=NC=CN1)NS(=O)(=O)C1=C(C=CC=C1)Cl (N-(3-{4-[(Benzyl-pyridin-2-yl-amino)-methyl]-phenyl}-pyrazin-2-yl)-2-chloro-benzenesulfonamide). The yield is 35.0%. As a reaction SMILES: [Cl:1][C:2]1[CH:7]=[CH:6][CH:5]=[CH:4][C:3]=1[S:8]([NH:11][C:12]1[C:17]([C:18]2[CH:23]=[CH:22][C:21]([CH2:24]Cl)=[CH:20][CH:19]=2)=[N:16][CH:15]=[CH:14][N:13]=1)(=[O:10])=[O:9].[CH2:26]([NH:33][C:34]1[CH:39]=[CH:38][CH:37]=[CH:36][N:35]=1)[C:27]1[CH:32]=[CH:31][CH:30]=[CH:29][CH:28]=1>>[CH2:26]([N:33]([CH2:24][C:21]1[CH:20]=[CH:19][C:18]([C:17]2[C:12]([NH:11][S:8]([C:3]3[CH:4]=[CH:5][CH:6]=[CH:7][C:2]=3[Cl:1])(=[O:10])=[O:9])=[N:13][CH:14]=[CH:15][N:16]=2)=[CH:23][CH:22]=1)[C:34]1[CH:39]=[CH:38][CH:37]=[CH:36][N:35]=1)[C:27]1[CH:28]=[CH:29][CH:30]=[CH:31][CH:32]=1. Procedure: Following the general method as outlined in Example 1 (Method B), starting from N-{3-[4-(chloromethyl)phenyl]pyrazin-2-yl}-2-(chloro) benzenesulfonamide (Intermediate 8), and 2-benzylaminopyridine, the title compound was isolated as a yellow solid in 35% yield (94% purity by HPLC). Starting materials: intermediate 52, methyl ester, COC([C@@H](NC(=O)OC(C)(C)C)CC1=CC=C(C=C1)O)=O (N-(Boc)-L-Tyrosine methyl ester), C(C)C1=C(N=C(O1)C1=CC=C(C=C1)F)CCO (2-[5-ethyl-2-(4-fluorophenyl)-1,3-oxazol-4-yl]ethanol), intermediate 58. The product is N[C@H](C(=O)O)CC1=CC=C(C=C1)OCCC=1N=C(OC1CC)C1=CC=C(C=C1)F ((2S)-2-amino-3-(4-{2-[5-ethyl-2-(4-fluorophenyl)-1,3-oxazol-4-yl]ethoxy}phenyl)propanoic acid). The yield is 88.0%. RXN SMILES: C[O:2][C:3](=[O:21])[C@H:4]([CH2:13][C:14]1[CH:19]=[CH:18][C:17]([OH:20])=[CH:16][CH:15]=1)[NH:5]C(OC(C)(C)C)=O.[CH2:22]([C:24]1[O:28][C:27]([C:29]2[CH:34]=[CH:33][C:32]([F:35])=[CH:31][CH:30]=2)=[N:26][C:25]=1[CH2:36][CH2:37]O)[CH3:23]>>[NH2:5][C@@H:4]([CH2:13][C:14]1[CH:15]=[CH:16][C:17]([O:20][CH2:37][CH2:36][C:25]2[N:26]=[C:27]([C:29]3[CH:30]=[CH:31][C:32]([F:35])=[CH:33][CH:34]=3)[O:28][C:24]=2[CH2:22][CH3:23])=[CH:18][CH:19]=1)[C:3]([OH:2])=[O:21]. Procedure details: Intermediate 58 was prepared as described above for the preparation of intermediate 52. From 230 mg of N-(Boc)-L-Tyrosine methyl ester and 200 mg of Intermediate 10B was prepared 350 mg of BOC-protected intermediate methyl ester (88% yield; 1H NMR (DMSO-d6, 300 MHz) δ8.07-8.01 (m, 2H), 7.15 (t, 2H, J=8.7), 7.04 (d, 2H, J=8.5), 6.84 (d, 2H, J=8.5), 4.50 (m, 1H), 4.24 (t, 2H, J=6.5), 3.72 (s, 3H), 3.04-2.99 (m, 2H), 2.77 (q, 2H, J=7.5), 1.44 (s, 9H), 1.33 (t, 3H, J=7.5); From 340 mg of BOC-protect... Reactants: COC(=O)c1cc(O)cc(Br)c1, CC(C)I, [K+], [K+], O=C([O-])[O-], CN(C)C=O. Product: COC(=O)c1cc(Br)cc(OC(C)C)c1. As a reaction SMILES: [Br:1][c:2]1[cH:3][c:4]([C:5](=[O:6])[O:7][CH3:8])[cH:9][c:10]([OH:12])[cH:11]1.[I:19][CH:20]([CH3:21])[CH3:22].[K+:13].[K+:14].[O-:15][C:16]([O-:17])=[O:18].[O:23]=[CH:24][N:25]([CH3:26])[CH3:27]>>[Br:1][c:2]1[cH:3][c:4]([C:5](=[O:6])[O:7][CH3:8])[cH:9][c:10]([O:12][CH:20]([CH3:21])[CH3:22])[cH:11]1. Starting materials: Boc, FC=1C=C(C[C@H]([C@H](CCCC)O)NC(OC(C)(C)C)=O)C=C(C1)F (tert-butyl (1R,2S)-1-(3,5-difluorobenzyl)-2-hydroxyhexylcarbamate), C(C1=CC=CC=C1)[C@@H]([C@H](CCCC)O)NC(OC(C)(C)C)=O (tert-butyl (1S,2S)-1-benzyl-2-hydroxyhexylcarbamate). Yields the product N[C@H](CC1=CC(=CC(=C1)F)F)[C@H](CCCC)O ((2R,3S)-2-amino-1-(3,5-difluorophenyl)heptan-3-ol). As a reaction SMILES: [F:1][C:2]1[CH:3]=[C:4]([CH:21]=[C:22]([F:24])[CH:23]=1)[CH2:5][C@@H:6]([NH:13]C(=O)OC(C)(C)C)[C@@H:7]([OH:12])[CH2:8][CH2:9][CH2:10][CH3:11].C([C@H](NC(=O)OC(C)(C)C)[C@@H](O)CCCC)C1C=CC=CC=1>>[NH2:13][C@@H:6]([C@@H:7]([OH:12])[CH2:8][CH2:9][CH2:10][CH3:11])[CH2:5][C:4]1[CH:21]=[C:22]([F:24])[CH:23]=[C:2]([F:1])[CH:3]=1. Procedure: Prepared from the Boc removal of the anti diastereoisomer tert-butyl (1R,2S)-1-(3,5-difluorobenzyl)-2-hydroxyhexylcarbamate using a similar procedure as described in intermediate I step D. ES MS (M+H)=244. The reactants are FC(C(=O)O)(F)F (Trifluoroacetic Acid), O (Water), C(C)(C)(C)C1=CC2=C(NC(=N2)CCC2CC(C2)N(C2CCC2)C[C@H]2C[C@H]([C@H]3[C@@H]2OC(O3)(C)C)N3C=CC2=C3N=CN=C2NCC2=C(C=C(C=C2)OC)OC)C=C1 (7-((3aS,4R,6R,6aR)-6-(((3-(2-(5-(tert-butyl)-1H-benzo[d]imidazol-2-yl)ethyl)cyclobutyl)(cyclobutyl)amino)methyl)-2,2-dimethyltetrahydro-3aH-cyclopenta[d][1,3]dioxol-4-yl)-N-(2,4-dimethoxybenzyl)-7H-pyrrolo[2,3-d]pyrimidin-4-amine), C(C)[SiH](CC)CC (Triethylsilane), C(=O)([O-])[O-].[K+].[K+] (K2CO3). Reagents/catalysts: O (water). Solvent: CO (MeOH). The product is NC=1C2=C(N=CN1)N(C=C2)[C@H]2[C@@H]([C@@H]([C@H](C2)CN(C2CCC2)C2CC(C2)CCC2=NC1=C(N2)C=CC(=C1)C(C)(C)C)O)O ((1R,2S,3R,5R)-3-(4-amino-7H-pyrrolo[2,3-d]pyrimidin-7-yl)-5-(((3-(2-(5-(tert-butyl)-1H-benzo[d]imidazol-2-yl)ethyl)cyclobutyl)(cyclobutyl)amino)methyl)cyclopentane-1,2-diol). The yield is 28.4%. RXN SMILES: FC(F)(F)C(O)=O.O.[C:9]([C:13]1[CH:64]=[CH:63][C:16]2[NH:17][C:18]([CH2:20][CH2:21][CH:22]3[CH2:25][CH:24]([N:26]([CH2:31][C@@H:32]4[C@H:36]5[O:37]C(C)(C)[O:39][C@H:35]5[C@H:34]([N:42]5[C:46]6[N:47]=[CH:48][N:49]=[C:50]([NH:51]CC7C=CC(OC)=CC=7OC)[C:45]=6[CH:44]=[CH:43]5)[CH2:33]4)[CH:27]4[CH2:30][CH2:29][CH2:28]4)[CH2:23]3)=[N:19][C:15]=2[CH:14]=1)([CH3:12])([CH3:11])[CH3:10].C([SiH](CC)CC)C.C([O-])([O-])=O.[K+].[K+]>CO.O>[NH2:51][C:50]1[C:45]2[CH:44]=[CH:43][N:42]([C@@H:34]3[CH2:33][C@H:32]([CH2:31][N:26]([CH:24]4[CH2:23][CH:22]([CH2:21][CH2:20][C:18]5[NH:17][C:16]6[CH:63]=[CH:64][C:13]([C:9]([CH3:10])([CH3:11])[CH3:12])=[CH:14][C:15]=6[N:19]=5)[CH2:25]4)[CH:27]4[CH2:28][CH2:29][CH2:30]4)[C@@H:36]([OH:37])[C@H:35]3[OH:39])[C:46]=2[N:47]=[CH:48][N:49]=1 |f:4.5.6|. Procedure: Trifluoroacetic Acid (10 ml, 200 mmol) added to a mixture of Water (1 ml, 80 mmol) and 7-((3aS,4R,6R,6aR)-6-(((3-(2-(5-(tert-butyl)-1H-benzo[d]imidazol-2-yl)ethyl)cyclobutyl)(cyclobutyl)amino)methyl)-2,2-dimethyltetrahydro-3aH-cyclopenta[d][1,3]dioxol-4-yl)-N-(2,4-dimethoxybenzyl)-7H-pyrrolo[2,3-d]pyrimidin-4-amine (0.61 g, 0.80 mmol) at RT. The reaction was stirred o/n at RT and was quenched by the addition of Triethylsilane (0.26 ml, 1.6 mmol). The volatiles were removed in vacuo and resulting...